This data is from the Open Reaction Database (ORD), a public repository of structured organic reaction records. The task is: describe an organic reaction: reactants, conditions, products, and yield Reactants: NC=1C=C2C(=CNC2=CC1)C1CCN(CC1)C (5-amino-3-(1-methylpiperidin-4-yl)-1H-indole), C(C=CC1=CC=CC=C1)(=O)O (cinnamic acid). Product: C(C=CC1=CC=CC=C1)(=O)NC=1C=C2C(=CNC2=CC1)C1CCN(CC1)C (5-(cinnamoyl)amino-3-(1-methylpiperidin-4-yl)-1H-indole). Yield: 40.1%. As a reaction SMILES: [NH2:1][C:2]1[CH:3]=[C:4]2[C:8](=[CH:9][CH:10]=1)[NH:7][CH:6]=[C:5]2[CH:11]1[CH2:16][CH2:15][N:14]([CH3:17])[CH2:13][CH2:12]1.[C:18](O)(=[O:27])[CH:19]=[CH:20][C:21]1[CH:26]=[CH:25][CH:24]=[CH:23][CH:22]=1>>[C:18]([NH:1][C:2]1[CH:3]=[C:4]2[C:8](=[CH:9][CH:10]=1)[NH:7][CH:6]=[C:5]2[CH:11]1[CH2:16][CH2:15][N:14]([CH3:17])[CH2:13][CH2:12]1)(=[O:27])[CH:19]=[CH:20][C:21]1[CH:26]=[CH:25][CH:24]=[CH:23][CH:22]=1. Procedure: Beginning with 12.0 mg (0.05 mMol) 5-amino-3-(1-methylpiperidin-4-yl)-1H-indole and 15.0 mg (0.10 mMol) cinnamic acid, 7.2 mg (40%) of the title compound were recovered.